Dataset: the Open Reaction Database (ORD), a public repository of structured organic reaction records. Task: describe an organic reaction: reactants, conditions, products, and yield Starting materials: three, ClC1=CC=C(C=N1)CNCC (N-((6-chloropyridin-3-yl)methyl)ethanamine), [N+](=O)([O-])C=C(SC)SC ((2-nitroethene-1,1-diyl)bis(methylsulfane)). Procedure details: To a 100 ml three necked round bottom flask was added N-((6-chloropyridin-3-yl)methyl)ethanamine (17.0 g, 0.1 mol), (2-nitroethene-1,1-diyl)bis(methylsulfane) (15.0 g, 0.09 mol), dry ethanol (50 mL). The mixture was refluxed. After completion, the reaction mixture was cooled to r.t. and concentrated under reduced pressure to obtain crude product as oil, which was purified by column chromatography to afford 5.3 g N-((6-chloropyridin-3-yl)methyl)-N-ethyl-1-(methylthio)-2-nitroethenamine in 18.5% y... Solvent: C(C)O (ethanol). Product: ClC1=CC=C(C=N1)CN(C(=C[N+](=O)[O-])SC)CC (N-((6-chloropyridin-3-yl)methyl)-N-ethyl-1-(methylthio)-2-nitroethenamine). Reaction SMILES: [Cl:1][C:2]1[N:7]=[CH:6][C:5]([CH2:8][NH:9][CH2:10][CH3:11])=[CH:4][CH:3]=1.[N+:12]([CH:15]=[C:16](SC)[S:17][CH3:18])([O-:14])=[O:13]>C(O)C>[Cl:1][C:2]1[N:7]=[CH:6][C:5]([CH2:8][N:9]([CH2:10][CH3:11])[C:16]([S:17][CH3:18])=[CH:15][N+:12]([O-:14])=[O:13])=[CH:4][CH:3]=1. The yield is 20.5%. Starting materials: BrCCCBr, O=C([O-])[O-], CCCc1c(OCC(=O)OCC)ccc(C(C)=O)c1O, CC(C)=O, [K+], [K+]. The product is CCCc1c(OCC(=O)OCC)ccc(C(C)=O)c1OCCCBr. RXN SMILES: [Br:21][CH2:22][CH2:23][CH2:24][Br:25].[C:26](=[O:27])([O-:28])[O-:29].[CH2:1]([CH3:2])[O:3][C:4]([CH2:5][O:6][c:7]1[c:8]([CH2:17][CH2:18][CH3:19])[c:9]([OH:16])[c:10]([C:13]([CH3:14])=[O:15])[cH:11][cH:12]1)=[O:20].[CH3:32][C:33](=[O:34])[CH3:35].[K+:30].[K+:31]>>[CH2:1]([CH3:2])[O:3][C:4]([CH2:5][O:6][c:7]1[c:8]([CH2:17][CH2:18][CH3:19])[c:9]([O:16][CH2:24][CH2:23][CH2:22][Br:21])[c:10]([C:13]([CH3:14])=[O:15])[cH:11][cH:12]1)=[O:20].